From a dataset of the Open Reaction Database (ORD), a public repository of structured organic reaction records. describe an organic reaction: reactants, conditions, products, and yield The reactants are C(C)(C)(C)[Li] (t-butyllithium), C(C=C)[Si](CCC[Si](OC)(OC)CCC[Si](CC=C)(CC=C)CC=C)(CC=C)CC=C (bis{3-(triallylsilyl)propyl}dimethoxysilane). The solvent is CCCCC (n-pentane). Conditions: temperature -78 celsius, time 17 hour. The product is C(C=C)[Si](CCC[Si](OC)(C(C)(C)C)CCC[Si](CC=C)(CC=C)CC=C)(CC=C)CC=C (bis{3-(triallylsilyl)propyl}(tert-butyl)methoxysilane). The yield is 85.0%. Reaction SMILES: [CH2:1]([Si:4]([CH2:29][CH:30]=[CH2:31])([CH2:26][CH:27]=[CH2:28])[CH2:5][CH2:6][CH2:7][Si:8]([CH2:13][CH2:14][CH2:15][Si:16]([CH2:23][CH:24]=[CH2:25])([CH2:20][CH:21]=[CH2:22])[CH2:17][CH:18]=[CH2:19])([O:11][CH3:12])OC)[CH:2]=[CH2:3].[C:32]([Li])([CH3:35])([CH3:34])[CH3:33]>CCCCC>[CH2:1]([Si:4]([CH2:29][CH:30]=[CH2:31])([CH2:26][CH:27]=[CH2:28])[CH2:5][CH2:6][CH2:7][Si:8]([CH2:13][CH2:14][CH2:15][Si:16]([CH2:17][CH:18]=[CH2:19])([CH2:20][CH:21]=[CH2:22])[CH2:23][CH:24]=[CH2:25])([C:32]([CH3:35])([CH3:34])[CH3:33])[O:11][CH3:12])[CH:2]=[CH2:3]. Reported procedure: Under a nitrogen atmosphere, bis{3-(triallylsilyl)propyl}dimethoxysilane (29′) (1.0 g, 2.097 mmol) was cooled down to −78° C., then n-pentane solution of 1.61M t-butyllithium 1.954 mL (3.145 mmol) was added dropwise, then stirred at −78° C. for 17 hours. The reacted mixture was cooled down to 0° C., quenched with water, saturated ammonium chloride aqueous solution was added. The obtained organic layer was separated. The obtained water layer was extracted with diethyl ether and the collected orga... Reactants: CNC(C)C\C=C\C1=CC(=C(C=C1)C)N ((4E)-N-methyl-5-(3-amino-4-methylphenyl)-4-penten-2-amine), O=C([C@H](O)[C@@H](O)[C@@H](O)[C@H](O)C(=O)O)O (galactaric acid), O (water). The solvent is C(C)O (ethanol). Yields the product O=C([C@H](O)[C@@H](O)[C@@H](O)[C@H](O)C(=O)O)O.CNC(C)C\C=C\C1=CC(=C(C=C1)C)N.CNC(C)C\C=C\C1=CC(=C(C=C1)C)N ((4E)-N-Methyl-5-(3-amino-4-methylphenyl)-4-penten-2-amine Hemigalactarate). RXN SMILES: [CH3:1][NH:2][CH:3]([CH2:5]/[CH:6]=[CH:7]/[C:8]1[CH:13]=[CH:12][C:11]([CH3:14])=[C:10]([NH2:15])[CH:9]=1)[CH3:4].[O:16]=[C:17]([OH:29])[C@@H:18]([C@H:20]([C@H:22]([C@@H:24]([C:26]([OH:28])=[O:27])[OH:25])[OH:23])[OH:21])[OH:19].O>C(O)C>[O:16]=[C:17]([OH:29])[C@@H:18]([C@H:20]([C@H:22]([C@@H:24]([C:26]([OH:28])=[O:27])[OH:25])[OH:23])[OH:21])[OH:19].[CH3:1][NH:2][CH:3]([CH2:5]/[CH:6]=[CH:7]/[C:8]1[CH:13]=[CH:12][C:11]([CH3:14])=[C:10]([NH2:15])[CH:9]=1)[CH3:4].[CH3:1][NH:2][CH:3]([CH2:5]/[CH:6]=[CH:7]/[C:8]1[CH:13]=[CH:12][C:11]([CH3:14])=[C:10]([NH2:15])[CH:9]=1)[CH3:4] |f:4.5.6|. Reported procedure: To a hot solution of (4E)-N-methyl-5-(3-amino-4-methylphenyl)-4-penten-2-amine (900 mg, 4.41 mmol) in ethanol (40 mL) was added galactaric acid (463 mg, 2.20 mmol). The mixture was heated to reflux and water (0.5 mL) was added drop-wise. The clear solution was filtered to remove some insoluble particles. The filtrate was concentrated to 25 mL and cooled to ambient temperature. The precipitate was filtered, washed with anhydrous ether and dried in a vacuum oven at 45° C. for ˜16 h. The yield was ... Starting materials: Cc1nc2ncccc2cc1C(=O)NC(C)c1ccc(Br)cc1, C1CCNCC1, COCCOC, [K+], [K+], [K+], O=C(C=Cc1ccccc1)C=Cc1ccccc1, O=C(C=Cc1ccccc1)C=Cc1ccccc1, O=C(C=Cc1ccccc1)C=Cc1ccccc1, O=P([O-])([O-])[O-], [Pd], [Pd]. Yields the product Cc1nc2ncccc2cc1C(=O)NC(C)c1ccc(N2CCCCC2)cc1. As a reaction SMILES: [Br:1][c:2]1[cH:3][cH:4][c:5]([CH:8]([CH3:9])[NH:10][C:11](=[O:12])[c:13]2[c:14]([CH3:23])[n:15][c:16]3[n:17][cH:18][cH:19][cH:20][c:21]3[cH:22]2)[cH:6][cH:7]1.[CH2:32]1[CH2:33][CH2:34][NH:35][CH2:36][CH2:37]1.[CH3:38][O:39][CH2:40][CH2:41][O:42][CH3:43].[K+:29].[K+:30].[K+:31].[O:46]=[C:47]([CH:48]=[CH:49][c:50]1[cH:51][cH:52][cH:53][cH:54][cH:55]1)[CH:56]=[CH:57][c:58]1[cH:59][cH:60][cH:61][cH:62][cH:63]1.[O:64]=[C:65]([CH:66]=[CH:67][c:68]1[cH:69][cH:70][cH:71][cH:72][cH:73]1)[CH:74]=[CH:75][c:76]1[cH:77][cH:78][cH:79][cH:80][cH:81]1.[O:82]=[C:83]([CH:84]=[CH:85][c:86]1[cH:87][cH:88][cH:89][cH:90][cH:91]1)[CH:92]=[CH:93][c:94]1[cH:95][cH:96][cH:97][cH:98][cH:99]1.[P:24]([O-:25])([O-:26])([O-:27])=[O:28].[Pd:44].[Pd:45]>>[c:2]1([N:35]2[CH2:34][CH2:33][CH2:32][CH2:37][CH2:36]2)[cH:3][cH:4][c:5]([CH:8]([CH3:9])[NH:10][C:11](=[O:12])[c:13]2[c:14]([CH3:23])[n:15][c:16]3[n:17][cH:18][cH:19][cH:20][c:21]3[cH:22]2)[cH:6][cH:7]1. The reactants are OC1=CC(=CC=2OC([C@H]3[C@H](C21)CC(=CC3)C(=O)O)(C)C)CCCCC ((6aR,10aR)-6a,7,10,10a-Tetrahydro-1-hydroxy-6,6-dimethyl-3-pentyl-6H-dibenzo[b,d]pyran-9-carboxylic acid), COC(=O)C1=CC[C@H]2[C@@H](C3=C(OC2(C)C)C=C(C=C3O)CCCCC)C1 ((6aS,10aS)-6a,7,10,10a-Tetrahydro-1-hydroxy-6,6-dimethyl-3-pentyl-6H-dibenzo[b,d]pyran-9-carboxylic acid methyl ester), gum. Product: OC1=CC(=CC=2OC([C@@H]3[C@@H](C21)CC(=CC3)C(=O)O)(C)C)CCCCC ((6aS,10aS)-6a,7,10,10a-Tetrahydro-1-hydroxy-6,6-dimethyl-3-pentyl-6H-dibenzo[b,d]pyran-9-carboxylic acid). As a reaction SMILES: [OH:1][C:2]1[C:11]2[C@@H:10]3[CH2:12][C:13]([C:16]([OH:18])=[O:17])=[CH:14][CH2:15][C@H:9]3[C:8]([CH3:20])([CH3:19])[O:7][C:6]=2[CH:5]=[C:4]([CH2:21][CH2:22][CH2:23][CH2:24][CH3:25])[CH:3]=1.COC(C1C[C@@H]2C3C(O)=CC(CCCCC)=CC=3OC(C)(C)[C@H]2CC=1)=O>>[OH:1][C:2]1[C:11]2[C@H:10]3[CH2:12][C:13]([C:16]([OH:18])=[O:17])=[CH:14][CH2:15][C@@H:9]3[C:8]([CH3:19])([CH3:20])[O:7][C:6]=2[CH:5]=[C:4]([CH2:21][CH2:22][CH2:23][CH2:24][CH3:25])[CH:3]=1. Reported procedure: By the same procedure described before for preparing (XI) in Example 7, hydrolysis of the (6aS,10aS)-ester (XVII) (22 mg, 0.061 mmol) with argon sparged 2N NaOH (3 mL) in argon sparged methanol (4 mL) at room temperature for 18 h gave, after work-up, 22 mg of a gum. This was subjected to preparative TLC on silica, eluting with hexanes-CHCl3 -MeOH (7:2:1) to give, from the main band, 16 mg, 76%, of the (6aS,10aS)-acid (XVIII) as a glass, [α]D +310° (CHCl3), M+ 344.1983 (Calc 344.1988). Starting materials: C(C)OC(C(CC1=NC2=CC(=CC=C2C(=N1)O)C1=NC=CC=C1C(F)(F)F)CCl)=O (2-chloromethyl-3-[4-hydroxy-7-(3-trifluoromethyl-pyridin-2-yl)-quinazolin-2-yl]-propionic acid ethyl ester), O=P(Cl)(Cl)Cl (POCl3), N1=C(C=CC=C1C)C (2,6-lutidine). Run in C(Cl)(Cl)Cl (CHCl3). Product: C(C)OC(CCC1=NC2=CC(=CC=C2C(=N1)Cl)C1=NC=CC=C1C(F)(F)F)=O (3-[4-chloro-7-(3-trifluoromethyl-pyridin-2-yl)-quinazolin-2-yl]-propionic acid ethyl ester). As a reaction SMILES: [CH2:1]([O:3][C:4](=[O:30])[CH:5](CCl)[CH2:6][C:7]1[N:16]=[C:15](O)[C:14]2[C:9](=[CH:10][C:11]([C:18]3[C:23]([C:24]([F:27])([F:26])[F:25])=[CH:22][CH:21]=[CH:20][N:19]=3)=[CH:12][CH:13]=2)[N:8]=1)[CH3:2].O=P(Cl)(Cl)[Cl:33].N1C(C)=CC=CC=1C>C(Cl)(Cl)Cl>[CH2:1]([O:3][C:4](=[O:30])[CH2:5][CH2:6][C:7]1[N:16]=[C:15]([Cl:33])[C:14]2[C:9](=[CH:10][C:11]([C:18]3[C:23]([C:24]([F:25])([F:27])[F:26])=[CH:22][CH:21]=[CH:20][N:19]=3)=[CH:12][CH:13]=2)[N:8]=1)[CH3:2]. Procedure details: Reflux a mixture of 2-chloromethyl-3-[4-hydroxy-7-(3-trifluoromethyl-pyridin-2-yl)-quinazolin-2-yl]-propionic acid ethyl ester (600 mg, 1.6 mmol), POCl3 (445 μl, 4.77 mmol), and 2,6-lutidine (596 μl, 4.77 mmol) in CHCl3 (20 ml) for 60 hours. Cool the mixture and concentrate under reduced pressure. Partition the residue between EtOAc and saturated NaHCO3 solution. Wash the EtOAc portion with additional NaHCO3 and then dry (Na2SO4) and concentrate under reduced pressure. Filter the brown residue t... Reactants: O=C([O-])[O-], CN(C)C=O, [Cl-], CC#CCOc1cc(Cl)ncn1, Oc1ccc(F)cc1, [K+], [K+], [NH4+]. Yields the product CC#CCOc1cc(Oc2ccc(F)cc2)ncn1. RXN SMILES: [C:13](=[O:14])([O-:15])[O-:16].[CH3:29][N:30]([CH3:31])[CH:32]=[O:33].[Cl-:27].[Cl:1][c:2]1[n:3][cH:4][n:5][c:6]([O:8][CH2:9][C:10]#[C:11][CH3:12])[cH:7]1.[F:19][c:20]1[cH:21][cH:22][c:23]([OH:26])[cH:24][cH:25]1.[K+:17].[K+:18].[NH4+:28]>>[c:2]1([O:26][c:23]2[cH:22][cH:21][c:20]([F:19])[cH:25][cH:24]2)[n:3][cH:4][n:5][c:6]([O:8][CH2:9][C:10]#[C:11][CH3:12])[cH:7]1. Reactants: C(C)(C)(C)OC(=O)N1CCN(CC1)C(=O)C=1C2=C(N=C(C1)C1=CC=C(C=C1)O)N(N=C2C#CC2CCCCC2)C2OCCCC2 (4-[3-cyclohexylethynyl-6-(4-hydroxy-phenyl)-1-(tetrahydro-pyran-2-yl)-1H-pyrazolo[3,4-b]pyridine-4-carbonyl]-piperazine-1-carboxylic acid tert-butyl ester). Reagents/catalysts: [Pd] (Pd/C), [Pd] (Pd/C). The solvent is CO (methanol). Reaction conditions: time 18 hour. The product is C(C)(C)(C)OC(=O)N1CCN(CC1)C(=O)C=1C2=C(N=C(C1)C1=CC=C(C=C1)O)N(N=C2CCC2CCCCC2)C2OCCCC2 (4-[3-(2-cyclohexyl-ethyl)-6-(4-hydroxy-phenyl)-1-(tetrahydro-pyran-2-yl)-1H-pyrazolo[3,4-b]pyridine-4-carbonyl]-piperazine-1-carboxylic acid tert-butyl ester). The yield is 95.4%. RXN SMILES: [C:1]([O:5][C:6]([N:8]1[CH2:13][CH2:12][N:11]([C:14]([C:16]2[C:17]3[C:31]([C:32]#[C:33][CH:34]4[CH2:39][CH2:38][CH2:37][CH2:36][CH2:35]4)=[N:30][N:29]([CH:40]4[CH2:45][CH2:44][CH2:43][CH2:42][O:41]4)[C:18]=3[N:19]=[C:20]([C:22]3[CH:27]=[CH:26][C:25]([OH:28])=[CH:24][CH:23]=3)[CH:21]=2)=[O:15])[CH2:10][CH2:9]1)=[O:7])([CH3:4])([CH3:3])[CH3:2]>CO.[Pd]>[C:1]([O:5][C:6]([N:8]1[CH2:9][CH2:10][N:11]([C:14]([C:16]2[C:17]3[C:31]([CH2:32][CH2:33][CH:34]4[CH2:35][CH2:36][CH2:37][CH2:38][CH2:39]4)=[N:30][N:29]([CH:40]4[CH2:45][CH2:44][CH2:43][CH2:42][O:41]4)[C:18]=3[N:19]=[C:20]([C:22]3[CH:23]=[CH:24][C:25]([OH:28])=[CH:26][CH:27]=3)[CH:21]=2)=[O:15])[CH2:12][CH2:13]1)=[O:7])([CH3:4])([CH3:2])[CH3:3]. Procedure details: To a solution of 4-[3-cyclohexylethynyl-6-(4-hydroxy-phenyl)-1-(tetrahydro-pyran-2-yl)-1H-pyrazolo[3,4-b]pyridine-4-carbonyl]-piperazine-1-carboxylic acid tert-butyl ester (0.34 g, 0.56 mmol) in methanol (15 ml) was added Pd/C (10%, 12 mg, 0.01 mmol). The reaction mixture was hydrogenated at 4 bar for 18 h, Pd/C (10%, 12 mg, 0.01 mmol) was added and hydrogenation pursued for an additional 8 hours. The reaction mixture was then filtered and concentrated under reduced pressure to yield the title c... The reactants are COC1=C(C(=CC=C1)C=C)NC(CC1C2=CC=CC=C2OC=2C=CC=CC12)=O (N-(2-methoxy-6-vinylphenyl)-2-(9H-xanthen-9-yl)acetamide), [H][H] (hydrogen). The reagents and catalysts are [Pd] (palladium on charcoal). Solvent: O1CCCC1 (tetrahydrofuran). The product is C(C)C1=C(C(=CC=C1)OC)NC(CC1C2=CC=CC=C2OC=2C=CC=CC12)=O (N-(2- Ethyl -6-methoxyphenyl)-2-(9H-xanthen-9-yl)acetamide). Yield: 42.8%. As a reaction SMILES: [CH3:1][O:2][C:3]1[CH:8]=[CH:7][CH:6]=[C:5]([CH:9]=[CH2:10])[C:4]=1[NH:11][C:12](=[O:28])[CH2:13][CH:14]1[C:27]2[CH:26]=[CH:25][CH:24]=[CH:23][C:22]=2[O:21][C:20]2[C:15]1=[CH:16][CH:17]=[CH:18][CH:19]=2.[H][H]>O1CCCC1.[Pd]>[CH2:9]([C:5]1[CH:6]=[CH:7][CH:8]=[C:3]([O:2][CH3:1])[C:4]=1[NH:11][C:12](=[O:28])[CH2:13][CH:14]1[C:15]2[CH:16]=[CH:17][CH:18]=[CH:19][C:20]=2[O:21][C:22]2[C:27]1=[CH:26][CH:25]=[CH:24][CH:23]=2)[CH3:10]. Procedure: A solution of 258 mg (0.62 mmol) of N-(2-methoxy-6-vinylphenyl)-2-(9H-xanthen-9-yl)acetamide in 54 ml of tetrahydrofuran was vigorously stirred at room temperature for 10 hours in the presence of 20 mg of 10% palladium on charcoal in a stream of hydrogen. The reaction mixture was filtered with the aid of Celite and the catalyst was washed with tetrahydrofuran. The filtrate and the washings were combined and concentrated. The residue was recrystallized from a mixture of dichloromethane and hexane... Reactants: C(C)(=O)[O-].[Na+] (sodium acetate), BrC(C(=O)C(F)(F)F)Br (1,1-dibromo-3,3,3-trifluoroacetone), Cl.BrC1=CC(=C(C=C1OC(C)C)NN)F (4-bromo-2-fluoro-5-isopropoxyphenylhydrazine hydrochloride). Solvent: O (water). Reaction conditions: temperature 80 celsius, time 30 minute. Yields the product BrC1=CC(=C(C=C1OC(C)C)NN=CC(C(F)(F)F)=O)F (3,3,3-trifluoro-2-oxopropanal 1-(4-bromo-2-fluoro-5-isopropoxyphenylhydrazone)). The yield is 67.4%. Reaction SMILES: C([O-])(=O)C.[Na+].Br[CH:7](Br)[C:8]([C:10]([F:13])([F:12])[F:11])=[O:9].Cl.[Br:16][C:17]1[C:22]([O:23][CH:24]([CH3:26])[CH3:25])=[CH:21][C:20]([NH:27][NH2:28])=[C:19]([F:29])[CH:18]=1>O>[Br:16][C:17]1[C:22]([O:23][CH:24]([CH3:25])[CH3:26])=[CH:21][C:20]([NH:27][N:28]=[CH:7][C:8](=[O:9])[C:10]([F:13])([F:12])[F:11])=[C:19]([F:29])[CH:18]=1 |f:0.1,3.4|. Reported procedure: First, 50 g (0.61 mol) of sodium acetate and 41 g (0.14 mol) of 1,1-dibromo-3,3,3-trifluoroacetone were mixed with 500 ml of water, and the mixture was stirred at 80° C. for 30 minutes and then cooled to 0° C. Then, 45 g (0.14 mol) of 4-bromo-2-fluoro-5-isopropoxyphenylhydrazine hydrochloride was added at 10° C. or lower, and the mixture was stirred at 10° C. or lower for 3 hours. The precipitated crystals were collected by filtration and dried, which afforded 35 g (94.3 mmol) of 3,3,3-trifluoro...